Dataset: the Open Reaction Database (ORD), a public repository of structured organic reaction records. Task: describe an organic reaction: reactants, conditions, products, and yield The reactants are ClC1=CC=C(C(=O)C=2C(=C(C=CC2)C(C(=O)O)C(=O)O)[N+](=O)[O-])C=C1 (2-[3-(4-chlorobenzoyl)-2-nitrophenyl]propanedioic acid). The solvent is S(O)(O)(=O)=O (sulfuric acid), C(C)(=O)O (acetic acid). Yields the product ClC1=CC=C(C(=O)C=2C(=C(C=CC2)CC(=O)O)[N+](=O)[O-])C=C1 (3-(4-Chlorobenzoyl)-2-nitrobenzeneacetic Acid). Yield: 58.9%. RXN SMILES: [Cl:1][C:2]1[CH:25]=[CH:24][C:5]([C:6]([C:8]2[C:9]([N+:21]([O-:23])=[O:22])=[C:10]([CH:14](C(O)=O)[C:15]([OH:17])=[O:16])[CH:11]=[CH:12][CH:13]=2)=[O:7])=[CH:4][CH:3]=1>S(=O)(=O)(O)O.C(O)(=O)C>[Cl:1][C:2]1[CH:3]=[CH:4][C:5]([C:6]([C:8]2[C:9]([N+:21]([O-:23])=[O:22])=[C:10]([CH2:14][C:15]([OH:17])=[O:16])[CH:11]=[CH:12][CH:13]=2)=[O:7])=[CH:24][CH:25]=1. Reported procedure: A solution of 6.9 g (0.017 mol) of 2-[3-(4-chlorobenzoyl)-2-nitrophenyl]propanedioic acid in 40 ml of 20% sulfuric acid and 40 ml of acetic acid was heated at reflux under a nitrogen atmosphere overnight. The reaction mixture was cooled, and the solid which precipitated was collected by filtration and stirred with 150 ml of 5% sodium bicarbonate. The mixture was filtered and the filtrate was made acidic with concentrated sulfuric acid. The resulting white solid was collected by filtration and re... Starting materials: CCCC1CCC(c2ccc(-c3cnc(-c4ccc(Br)c(F)c4)nc3)cc2)CC1, CN1CCCC1=O, Cl, N#C[Cu], O. Yields the product CCCC1CCC(c2ccc(-c3cnc(-c4ccc(C#N)c(F)c4)nc3)cc2)CC1. As a reaction SMILES: [Br:1][c:2]1[c:3]([F:29])[cH:4][c:5](-[c:8]2[n:9][cH:10][c:11](-[c:14]3[cH:15][cH:16][c:17]([CH:20]4[CH2:21][CH2:22][CH:23]([CH2:26][CH2:27][CH3:28])[CH2:24][CH2:25]4)[cH:18][cH:19]3)[cH:12][n:13]2)[cH:6][cH:7]1.[CH3:33][N:34]1[CH2:35][CH2:36][CH2:37][C:38]1=[O:39].[ClH:40].[Cu:30][C:31]#[N:32].[OH2:41]>>[c:2]1([C:31]#[N:32])[c:3]([F:29])[cH:4][c:5](-[c:8]2[n:9][cH:10][c:11](-[c:14]3[cH:15][cH:16][c:17]([CH:20]4[CH2:21][CH2:22][CH:23]([CH2:26][CH2:27][CH3:28])[CH2:24][CH2:25]4)[cH:18][cH:19]3)[cH:12][n:13]2)[cH:6][cH:7]1. Reactants: Polyphosphoric acid, C(=O)(O)CCC1=CC=C(C=C1)CC(=O)O (4-(2-Carboxyethyl)phenylacetic acid). Solvent: O (H2O). Reaction conditions: time 0.5 hour. The product is O=C1CCC2=CC=C(C=C12)CC(=O)O (3-Oxo-5-indaneacetic acid). Reaction SMILES: [C:1]([CH2:4][CH2:5][C:6]1[CH:11]=[CH:10][C:9]([CH2:12][C:13]([OH:15])=[O:14])=[CH:8][CH:7]=1)([OH:3])=O>O>[O:3]=[C:1]1[C:11]2[C:6](=[CH:7][CH:8]=[C:9]([CH2:12][C:13]([OH:15])=[O:14])[CH:10]=2)[CH2:5][CH2:4]1. Procedure: Polyphosphoric acid (1 kg) was stirred and heated to 95°-100° C. and 4-(2-Carboxyethyl)phenylacetic acid (100 g, 0.48 mol) added over 10 minutes. The mixture was stirred for 0.5 hours and poured into ice and H2O; the product was continuously extracted with CHCl3, and recrystallised from benzene to give the title product, m.p. 133°-5° C. Reactants: S1C(=CC=C1)C(=O)CC1C(CCCC1)=O (2-(2-thienoylmethyl)cyclohexanone), NC1=CC=C(C(C(=O)O)=C1)O (5-aminosalicylic acid), yellow crystals. Solvent: C(C)O (ethanol). Yields the product C(=O)(O)C=1C=C(C=CC1O)N1C(=CC=2CCCCC12)C=1SC=CC1 (1-(3-Carboxy-4-hydroxyphenyl)-4,5,6,7-tetrahydro-2-(2-thienyl)indole). As a reaction SMILES: [S:1]1[CH:5]=[CH:4][CH:3]=[C:2]1[C:6]([CH2:8][CH:9]1[CH2:14][CH2:13][CH2:12][CH2:11][C:10]1=O)=O.[NH2:16][C:17]1[CH:25]=[C:21]([C:22]([OH:24])=[O:23])[C:20]([OH:26])=[CH:19][CH:18]=1>C(O)C>[C:22]([C:21]1[CH:25]=[C:17]([N:16]2[C:10]3[CH2:11][CH2:12][CH2:13][CH2:14][C:9]=3[CH:8]=[C:6]2[C:2]2[S:1][CH:5]=[CH:4][CH:3]=2)[CH:18]=[CH:19][C:20]=1[OH:26])([OH:24])=[O:23]. Procedure: A mixture of 2.22 g. (0.01 mole) of 2-(2-thienoylmethyl)cyclohexanone, (1.53 g. (0.01 mole) of 5-aminosalicylic acid, and 25 ml. of ethanol was heated uder reflux under nitrogen for 4 hours and filtered. The filtrate was concentrated to an oil which solidified when triturated with petroleum ether. Recrystallization from acetonitrile gave 1.0 g. (29%) of yellow crystals, m.p. 211°-213°. The reactants are N(=[N+]=[N-])[C@H]1CN(C[C@@H]1OCC#CC1=CC=CC=C1)C(=O)OC(C)(C)C ((3S,4S)-tert-butyl 3-azido-4-(3-phenylprop-2-ynyloxy)pyrrolidine-1-carboxylate). Run in C=1(C(=CC=CC1)C)C (xylene). The product is C1(=CC=CC=C1)C=1N=NN2[C@@H]3[C@@H](OCC21)CN(C3)C(=O)OC(C)(C)C ((5aS,8aS)-tert-butyl 3-phenyl-5a,6,8,8a-tetrahydropyrrolo[3,4-b][1,2,3] triazolo[1,5-d][1,4]oxazine-7(4H)-carboxylate). Yield: 56.7%. Reaction SMILES: [N:1]([C@@H:4]1[C@@H:8]([O:9][CH2:10][C:11]#[C:12][C:13]2[CH:18]=[CH:17][CH:16]=[CH:15][CH:14]=2)[CH2:7][N:6]([C:19]([O:21][C:22]([CH3:25])([CH3:24])[CH3:23])=[O:20])[CH2:5]1)=[N+:2]=[N-:3]>C1(C)C(C)=CC=CC=1>[C:13]1([C:12]2[N:3]=[N:2][N:1]3[C:11]=2[CH2:10][O:9][C@H:8]2[CH2:7][N:6]([C:19]([O:21][C:22]([CH3:25])([CH3:24])[CH3:23])=[O:20])[CH2:5][C@H:4]32)[CH:14]=[CH:15][CH:16]=[CH:17][CH:18]=1. Procedure: Example 55 can be prepared in the same manner as example 46 from (3S,4S)-tert-butyl 3-azido-4-(3-phenylprop-2-ynyloxy)pyrrolidine-1-carboxylate (120 mg, 0.35 mmol) and xylene (6 ml), afforded the titled compound (68 mg, 57%) as white solid. M.p. 236-237° C.